From a dataset of the Open Reaction Database (ORD), a public repository of structured organic reaction records. describe an organic reaction: reactants, conditions, products, and yield Starting materials: Brc1nccs1, [Li]CCCC, CCCCCC, [Cl-], CS(=O)(=O)c1ccc2c(c1)cc(C=O)n2Cc1ccc(F)cc1, [NH4+], C1CCOC1. Yields the product CS(=O)(=O)c1ccc2c(c1)cc(C(O)c1nccs1)n2Cc1ccc(F)cc1. As a reaction SMILES: [Br:1][c:2]1[s:3][cH:4][cH:5][n:6]1.[CH2:7]([Li:8])[CH2:9][CH2:10][CH3:11].[CH3:37][CH2:38][CH2:39][CH2:40][CH2:41][CH3:42].[Cl-:35].[F:12][c:13]1[cH:14][cH:15][c:16]([CH2:17][n:18]2[c:19]([CH:31]=[O:32])[cH:20][c:21]3[cH:22][c:23]([S:27](=[O:28])(=[O:29])[CH3:30])[cH:24][cH:25][c:26]23)[cH:33][cH:34]1.[NH4+:36].[O:43]1[CH2:44][CH2:45][CH2:46][CH2:47]1>>[c:2]1([CH:31]([c:19]2[n:18]([CH2:17][c:16]3[cH:15][cH:14][c:13]([F:12])[cH:34][cH:33]3)[c:26]3[c:21]([cH:20]2)[cH:22][c:23]([S:27](=[O:28])(=[O:29])[CH3:30])[cH:24][cH:25]3)[OH:32])[s:3][cH:4][cH:5][n:6]1. Reactants: CC=1NC=CN1 (2-methylimidazole), O (water), C1(CCCCC1)N=C=O (cyclohexylisocyanate). The reagents and catalysts are C(C)N(CC)CC (triethylamine). Solvent: C(C)N(CC)CC (triethylamine). Conditions: time 3 hour. Yields the product C1(CCCCC1)NC(=O)N1C(=NC=C1)C (1-cyclohexylcarbamoyl-2-methylimidazole). Yield: 80.0%. RXN SMILES: [CH3:1][C:2]1[NH:3][CH:4]=[CH:5][N:6]=1.O.[CH:8]1([N:14]=[C:15]=[O:16])[CH2:13][CH2:12][CH2:11][CH2:10][CH2:9]1>C(N(CC)CC)C>[CH:8]1([NH:14][C:15]([N:3]2[CH:4]=[CH:5][N:6]=[C:2]2[CH3:1])=[O:16])[CH2:13][CH2:12][CH2:11][CH2:10][CH2:9]1. Reported procedure: To a 8 to 12° C. solution of 9.8 g. (0.12 mol.) of 2-methylimidazole in 100 ml. of water there are added 12.5 g. (0.1 mol.) of cyclohexylisocyanate, followed by 0.5 g. of triethylamine. Upon the addition of the triethylamine catalyst the reaction immediately sets in, and a precipitate start to separate. The reaction mixture is stirred at room temperature for 3 hours. Thereafter the separated product is filtered off, washed and dried. 16.4 g. (80.0%) of 1-cyclohexylcarbamoyl-2-methylimidazole are...